Dataset: the Open Reaction Database (ORD), a public repository of structured organic reaction records. Task: describe an organic reaction: reactants, conditions, products, and yield The reactants are CCOC(=O)C1CCCNC1, C#CCN1c2ccccc2CCc2ccccc21, [Cl-], C1COCCO1. Product: CCOC(=O)C1CCCN(CC#CCN2c3ccccc3CCc3ccccc32)C1. RXN SMILES: [CH2:19]([CH3:20])[O:21][C:22](=[O:23])[CH:24]1[CH2:25][NH:26][CH2:27][CH2:28][CH2:29]1.[CH2:1]([C:2]#[CH:3])[N:4]1[c:5]2[c:6]([cH:15][cH:16][cH:17][cH:18]2)[CH2:7][CH2:8][c:9]2[c:10]1[cH:11][cH:12][cH:13][cH:14]2.[Cl-:30].[O:31]1[CH2:32][CH2:36][O:35][CH2:34][CH2:33]1>>[CH2:1]([C:2]#[C:3][CH2:32][N:26]1[CH2:25][CH:24]([C:22]([O:21][CH2:19][CH3:20])=[O:23])[CH2:29][CH2:28][CH2:27]1)[N:4]1[c:5]2[c:6]([cH:15][cH:16][cH:17][cH:18]2)[CH2:7][CH2:8][c:9]2[c:10]1[cH:11][cH:12][cH:13][cH:14]2. Reactants: [N+](=O)([O-])C=1C=C(C=C(C1)C(F)(F)F)C(=O)N1CCN(CC1)CC ((3-nitro-5-trifluoromethyl-phenyl)-(4-ethyl-piperazin-1-yl)-methanone). Reagents/catalysts: [Ni] (Raney-Nickel). The solvent is C(C)O (ethanol). Product: NC=1C=C(C=C(C1)C(F)(F)F)C(=O)N1CCN(CC1)CC ((3-Amino-5-trifluoromethyl-phenyl)-(4-ethyl-piperazin-1-yl)-methanone). RXN SMILES: [N+:1]([C:4]1[CH:5]=[C:6]([C:14]([N:16]2[CH2:21][CH2:20][N:19]([CH2:22][CH3:23])[CH2:18][CH2:17]2)=[O:15])[CH:7]=[C:8]([C:10]([F:13])([F:12])[F:11])[CH:9]=1)([O-])=O>C(O)C.[Ni]>[NH2:1][C:4]1[CH:5]=[C:6]([C:14]([N:16]2[CH2:21][CH2:20][N:19]([CH2:22][CH3:23])[CH2:18][CH2:17]2)=[O:15])[CH:7]=[C:8]([C:10]([F:11])([F:12])[F:13])[CH:9]=1. Procedure details: Hydrogenation of (3-nitro-5-trifluoromethyl-phenyl)-(4-ethyl-piperazin-1-yl)-methanone (16.5 g, 50 mmol) in ethanol (300 ml) In the presence of Raney-Nickel (3 g), filtration through celite, concentration of the filtrate and crystallization from hexane gives the title compound: m.p.: 104° C.; MS: [M+1]+=302; 1H-NMR (CDCl3): 6.96 (s, 1H), 6.91 (s, 1H), 6.83 (s, 1H), 3.99 (sb, H2N), 3.80 (m, 2H), 3.44 (m, 2H), 2.53 (m, 2H), 2.46 (q, 2H), 2.40 (m, 2H), 1.12 (t, 3H). The reactants are CS(=O)(=O)Cl (methanesulfonyl chloride), C(C1=CC=CC=C1)(=O)O[C@@H]1C([C@@H]2CC([C@H]3[C@@]4(CC[C@H]([C@@H](CCCC(C)C)C)[C@]4(CC[C@@H]3[C@]2(CC1)C)C)C#N)O)(C)C (3β-benzoyloxy-14α-cyano-4,4-dimethyl-5α-cholestan-7-ol), ice water. Run in N1=CC=CC=C1 (pyridine). Reaction conditions: temperature 25 celsius, time 3 hour. Product: C(C1=CC=CC=C1)(=O)O[C@@H]1C([C@@H]2CC=C3[C@@]4(CC[C@H]([C@@H](CCCC(C)C)C)[C@]4(CC[C@@H]3[C@]2(CC1)C)C)C#N)(C)C (3β-benzoyloxy-14α-cyano-4,4-dimethyl-5α-cholest-7-ene). Isolated yield 48.3%. RXN SMILES: [C:1]([O:9][C@H:10]1[CH2:34][CH2:33][C@@:32]2([CH3:35])[C@@H:12]([CH2:13][CH:14](O)[C@@H:15]3[C@@H:31]2[CH2:30][CH2:29][C@@:28]2([CH3:36])[C@@:16]3([C:37]#[N:38])[CH2:17][CH2:18][C@@H:19]2[C@H:20]([CH3:27])[CH2:21][CH2:22][CH2:23][CH:24]([CH3:26])[CH3:25])[C:11]1([CH3:41])[CH3:40])(=[O:8])[C:2]1[CH:7]=[CH:6][CH:5]=[CH:4][CH:3]=1.CS(Cl)(=O)=O>N1C=CC=CC=1>[C:1]([O:9][C@H:10]1[CH2:34][CH2:33][C@@:32]2([CH3:35])[C@@H:12]([CH2:13][CH:14]=[C:15]3[C@@H:31]2[CH2:30][CH2:29][C@@:28]2([CH3:36])[C@@:16]3([C:37]#[N:38])[CH2:17][CH2:18][C@@H:19]2[C@H:20]([CH3:27])[CH2:21][CH2:22][CH2:23][CH:24]([CH3:26])[CH3:25])[C:11]1([CH3:41])[CH3:40])(=[O:8])[C:2]1[CH:3]=[CH:4][CH:5]=[CH:6][CH:7]=1. Procedure details: To a solution of 3β-benzoyloxy-14α-cyano-4,4-dimethyl-5α-cholestan-7-ol (4.5 g, 8 mmole) in pyridine (100 mL) cooled to 0° C. was added methanesulfonyl chloride (2 mL). The reaction mixture was then stirred at 25° C. for 3 hours, poured into ice water, extracted with 4:1 ether/methylene chloride and washed with water The dried, concentrated mesylate was dissolved in collidine (150 mL) and refluxed for 18 hours under argon. The reaction was partitioned between iced HCl and ether/methylene chlorid... Reactants: CCC(C)(O)C#Cc1ccc(C(CC2CCCC2)C(=O)OC)cc1, CO, [Li+], [OH-], O. Product: CCC(C)(O)C#Cc1ccc(C(CC2CCCC2)C(=O)O)cc1. Reaction SMILES: [CH3:1][O:2][C:3]([CH:4]([CH2:5][CH:6]1[CH2:7][CH2:8][CH2:9][CH2:10]1)[c:11]1[cH:12][cH:13][c:14]([C:17]#[C:18][C:19]([CH2:20][CH3:21])([CH3:22])[OH:23])[cH:15][cH:16]1)=[O:24].[CH3:27][OH:28].[Li+:25].[OH-:26].[OH2:29]>>[O:2]=[C:3]([CH:4]([CH2:5][CH:6]1[CH2:7][CH2:8][CH2:9][CH2:10]1)[c:11]1[cH:12][cH:13][c:14]([C:17]#[C:18][C:19]([CH2:20][CH3:21])([CH3:22])[OH:23])[cH:15][cH:16]1)[OH:24]. The reactants are N[C@@H](CN1N=C(C=C1)C1=CC(=C(C#N)C(=C1)F)F)C ((R)-4-(1-(2-aminopropyl)-1H-pyrazol-3-yl)-2,6-difluorobenzonitrile), C(C)(=O)C1=NNC(=C1)C(=O)O (3-acetyl-1H-pyrazole-5-carboxylic acid). The product is C(C)(=O)C1=NNC(=C1)C(=O)N[C@@H](CN1N=C(C=C1)C1=CC(=C(C(=C1)F)C#N)F)C ((R)-3-acetyl-N-(1-(3-(4-cyano-3,5-difluorophenyl)-1H-pyrazol-1-yl)propan-2-yl)-1H-pyrazole-5-carboxamide). RXN SMILES: [NH2:1][C@H:2]([CH3:19])[CH2:3][N:4]1[CH:8]=[CH:7][C:6]([C:9]2[CH:16]=[C:15]([F:17])[C:12]([C:13]#[N:14])=[C:11]([F:18])[CH:10]=2)=[N:5]1.[C:20]([C:23]1[CH:27]=[C:26]([C:28](O)=[O:29])[NH:25][N:24]=1)(=[O:22])[CH3:21]>>[C:20]([C:23]1[CH:27]=[C:26]([C:28]([NH:1][C@H:2]([CH3:19])[CH2:3][N:4]2[CH:8]=[CH:7][C:6]([C:9]3[CH:10]=[C:11]([F:18])[C:12]([C:13]#[N:14])=[C:15]([F:17])[CH:16]=3)=[N:5]2)=[O:29])[NH:25][N:24]=1)(=[O:22])[CH3:21]. Procedure details: The title compound was prepared from (R)-4-(1-(2-aminopropyl)-1H-pyrazol-3-yl)-2,6-difluorobenzonitrile (733 mg, 2.79 mmol) and 3-acetyl-1H-pyrazole-5-carboxylic acid (431 mg, 2.79 mmol) using the method of Example 34(d). Yield 121 mg. 1H NMR (400 MHz; d6-DMSO): δ 1.49 (d, 3H), 2.48 (s, 3H), 3.63 (m, 2H), 4.67 (m, 1H), 6.98 (d, 1H), 7.25 (bs, 1H), 7.76 (m, 2H), 7.89 (d, 1H), 14.16 (s, 1H).